This data is from the Open Reaction Database (ORD), a public repository of structured organic reaction records. The task is: describe an organic reaction: reactants, conditions, products, and yield The reactants are CN(C)C=O, CN(C)CCCl, [H-], O=C(CN1CCCCC1)N1c2ccccc2-n2c(n[nH]c2=O)-c2cccnc21, [Na+], Cc1ccccc1C. Yields the product CN(C)CCn1nc2n(c1=O)-c1ccccc1N(C(=O)CN1CCCCC1)c1ncccc1-2. Reaction SMILES: [CH3:37][N:38]([CH3:39])[CH:40]=[O:41].[Cl:31][CH2:32][CH2:33][N:34]([CH3:35])[CH3:36].[H-:29].[N:1]1([CH2:7][C:8](=[O:9])[N:10]2[c:11]3[c:12]([cH:25][cH:26][cH:27][n:28]3)-[c:13]3[n:14]([c:21](=[O:24])[nH:22][n:23]3)-[c:15]3[c:16]2[cH:17][cH:18][cH:19][cH:20]3)[CH2:2][CH2:3][CH2:4][CH2:5][CH2:6]1.[Na+:30].[c:42]1([CH3:43])[c:44]([CH3:45])[cH:46][cH:47][cH:48][cH:49]1>>[N:1]1([CH2:7][C:8](=[O:9])[N:10]2[c:11]3[c:12]([cH:25][cH:26][cH:27][n:28]3)-[c:13]3[n:14]([c:21](=[O:24])[n:22]([CH2:32][CH2:33][N:34]([CH3:35])[CH3:36])[n:23]3)-[c:15]3[c:16]2[cH:17][cH:18][cH:19][cH:20]3)[CH2:2][CH2:3][CH2:4][CH2:5][CH2:6]1.